From a dataset of the Open Reaction Database (ORD), a public repository of structured organic reaction records. describe an organic reaction: reactants, conditions, products, and yield Reactants: CN1CCCC1=O, O=C(O)C(S)c1cc(Cl)ccc1Cl, O=S(Cl)Cl. Yields the product O=C(Cl)C(S)c1cc(Cl)ccc1Cl. RXN SMILES: [CH3:18][N:19]1[CH2:20][CH2:21][CH2:22][C:23]1=[O:24].[Cl:1][c:2]1[c:3]([CH:9]([C:10](=[O:11])[OH:12])[SH:13])[cH:4][c:5]([Cl:8])[cH:6][cH:7]1.[S:14]([Cl:15])([Cl:16])=[O:17]>>[Cl:1][c:2]1[c:3]([CH:9]([C:10](=[O:11])[Cl:16])[SH:13])[cH:4][c:5]([Cl:8])[cH:6][cH:7]1.